Task: describe an organic reaction: reactants, conditions, products, and yield. Dataset: the Open Reaction Database (ORD), a public repository of structured organic reaction records The reactants are CC(CCO)OCC(=O)OC(C)(C)C, CC(O)CCOCC(=O)OC(C)(C)C, C1CCOC1, COc1ccc(-c2c(-c3ccccc3)oc3ncnc(Cl)c23)cc1, O, O=C(O)CC(O)(CC(=O)O)C(=O)O. The product is COc1ccc(-c2c(-c3ccccc3)oc3ncnc(OCCC(C)OCC(=O)OC(C)(C)C)c23)cc1. Reaction SMILES: [C:15]([CH3:16])([CH3:17])([CH3:18])[O:19][C:20]([CH2:21][O:22][CH:23]([CH2:24][CH2:25][OH:26])[CH3:27])=[O:28].[C:1]([O:2][C:3](=[O:4])[CH2:5][O:6][CH2:7][CH2:8][CH:9]([OH:10])[CH3:11])([CH3:12])([CH3:13])[CH3:14].[CH2:66]1[O:67][CH2:68][CH2:69][CH2:70]1.[Cl:29][c:30]1[c:31]2[c:32]([n:33][cH:34][n:35]1)[o:36][c:37](-[c:47]1[cH:48][cH:49][cH:50][cH:51][cH:52]1)[c:38]2-[c:39]1[cH:40][cH:41][c:42]([O:45][CH3:46])[cH:43][cH:44]1.[OH2:71].[OH:53][C:54]([CH2:55][C:56]([C:57](=[O:58])[OH:59])([CH2:60][C:61](=[O:62])[OH:63])[OH:64])=[O:65]>>[C:15]([CH3:16])([CH3:17])([CH3:18])[O:19][C:20]([CH2:21][O:22][CH:23]([CH2:24][CH2:25][O:26][c:30]1[c:31]2[c:32]([n:33][cH:34][n:35]1)[o:36][c:37](-[c:47]1[cH:48][cH:49][cH:50][cH:51][cH:52]1)[c:38]2-[c:39]1[cH:40][cH:41][c:42]([O:45][CH3:46])[cH:43][cH:44]1)[CH3:27])=[O:28]. Reactants: [OH-].[Na+] (Sodium hydroxide), COC(C(CSCC1=CC=C(C=C1)C1=CC=C(C=C1)C1=CC=CC2=C1OC1=C2C=CC=C1)NC(=O)OC(C)(C)C)=O (methyl-2-tert-butoxycarbonylamino-3-(4′-dibenzofuran-4-yl-biphenyl-4-ylmethylsulfanyl)propionate), CO (methanol), Cl (hydrochloric acid). Run in O1CCCC1 (tetrahydrofuran), O (water). Yields the product C(C)(C)(C)OC(=O)[C@@H](C(=O)O)CSCC1=CC=C(C=C1)C1=CC=C(C=C1)C1=CC=CC2=C1OC1=C2C=CC=C1 ((R)-2-tert-Butoxycarbonyl-3-(4′-dibenzofuran-4-yl-biphenyl-4-ylmethylsulfanyl)-propionic acid). RXN SMILES: [OH-:1].[Na+].C[O:4][C:5](=[O:43])[CH:6](NC(OC(C)(C)C)=O)[CH2:7][S:8][CH2:9][C:10]1[CH:15]=[CH:14][C:13]([C:16]2[CH:21]=[CH:20][C:19]([C:22]3[C:27]4[O:28][C:29]5[CH:34]=[CH:33][CH:32]=[CH:31][C:30]=5[C:26]=4[CH:25]=[CH:24][CH:23]=3)=[CH:18][CH:17]=2)=[CH:12][CH:11]=1.Cl.[CH3:45][OH:46]>O1CCCC1.O>[C:10]([O:1][C:45]([C@H:6]([CH2:7][S:8][CH2:9][C:10]1[CH:15]=[CH:14][C:13]([C:16]2[CH:21]=[CH:20][C:19]([C:22]3[C:27]4[O:28][C:29]5[CH:34]=[CH:33][CH:32]=[CH:31][C:30]=5[C:26]=4[CH:25]=[CH:24][CH:23]=3)=[CH:18][CH:17]=2)=[CH:12][CH:11]=1)[C:5]([OH:4])=[O:43])=[O:46])([CH3:15])([CH3:11])[CH3:9] |f:0.1|. Procedure details: 2 N Sodium hydroxide solution (1.32 mL, 2.64 mmol) was added dropwise to a stirred solution of methyl-2-tert-butoxycarbonylamino-3-(4′-dibenzofuran-4-yl-biphenyl-4-ylmethylsulfanyl)propionate (500 mg, 0.88 mmol) in tetrahydrofuran (15 mL) and methanol (3 mL). The clear reaction mixture was stirred at room temperature until the reaction was complete (TLC control), and then diluted with water (10 mL), and acidified to pH 3 with 2 N hydrochloric acid. The reaction mixture was extracted with ethyl a... The reactants are C(C)N1N=C(C(=C1)C1=C2C(=NC=C1C)NC=C2)C2=CC=C(N)C=C2 (4-[1-ethyl-4-(5-methyl-1H-pyrrolo[2,3-b]pyridin-4-yl)-1H-pyrazol-3-yl]aniline), CNC (dimethylamine), O1CCCC1 (tetrahydrofuran). Product: C(C)N1N=C(C(=C1)C1=C2C(=NC=C1C)NC=C2)C2=CC=C(C=C2)NC(N(C)C)=O (N′-{4-[1-ethyl-4-(5-methyl-1H-pyrrolo[2,3-b]pyridin-4-yl)-1H-pyrazol-3-yl]phenyl}-N,N-dimethylurea). RXN SMILES: [CH2:1]([N:3]1[CH:7]=[C:6]([C:8]2[C:13]([CH3:14])=[CH:12][N:11]=[C:10]3[NH:15][CH:16]=[CH:17][C:9]=23)[C:5]([C:18]2[CH:24]=[CH:23][C:21]([NH2:22])=[CH:20][CH:19]=2)=[N:4]1)[CH3:2].[CH3:25][NH:26][CH3:27].[O:28]1[CH2:32]CCC1>>[CH2:1]([N:3]1[CH:7]=[C:6]([C:8]2[C:13]([CH3:14])=[CH:12][N:11]=[C:10]3[NH:15][CH:16]=[CH:17][C:9]=23)[C:5]([C:18]2[CH:24]=[CH:23][C:21]([NH:22][C:32](=[O:28])[N:26]([CH3:27])[CH3:25])=[CH:20][CH:19]=2)=[N:4]1)[CH3:2]. Reported procedure: Following the procedure described in Example 5a with 4-[1-ethyl-4-(5-methyl-1H-pyrrolo[2,3-b]pyridin-4-yl)-1H-pyrazol-3-yl]aniline and 2M dimethylamine in tetrahydrofuran afforded the title compound. ESMS[M+H]+: 389.4 Starting materials: O=[N+]([O-])c1cc(Br)cc(Br)c1, CC(=O)O, Cl. The product is Nc1cc(Br)cc(Br)c1. As a reaction SMILES: [Br:1][c:2]1[cH:3][c:4]([N+:9]([O-:10])=[O:11])[cH:5][c:6]([Br:8])[cH:7]1.[CH3:12][C:13](=[O:14])[OH:15].[ClH:16]>>[Br:1][c:2]1[cH:3][c:4]([NH2:9])[cH:5][c:6]([Br:8])[cH:7]1. Reactants: NC1=CC=C(CP(OCC)(OCC)=O)C=C1 (diethyl 4-aminobenzylphosphonate), C(C1=CC=CC=C1)C(C(=O)OCC)C(=O)OCC (diethyl benzylmalonate). Reaction conditions: temperature 160 celsius, time 24 hour. The product is C(C)OP(=O)(OCC)CC1=CC=C(C=C1)NC(=O)C(C(=O)OCC)CC1=CC=CC=C1 (ethyl 2-(p-diethoxyphosphorylmethylphenylaminocarbonyl)-3-phenylpropionate). The yield is 45.1%. RXN SMILES: [NH2:1][C:2]1[CH:16]=[CH:15][C:5]([CH2:6][P:7](=[O:14])([O:11][CH2:12][CH3:13])[O:8][CH2:9][CH3:10])=[CH:4][CH:3]=1.[CH2:17]([CH:24]([C:30](OCC)=[O:31])[C:25]([O:27][CH2:28][CH3:29])=[O:26])[C:18]1[CH:23]=[CH:22][CH:21]=[CH:20][CH:19]=1>>[CH2:12]([O:11][P:7]([CH2:6][C:5]1[CH:4]=[CH:3][C:2]([NH:1][C:30]([CH:24]([CH2:17][C:18]2[CH:19]=[CH:20][CH:21]=[CH:22][CH:23]=2)[C:25]([O:27][CH2:28][CH3:29])=[O:26])=[O:31])=[CH:16][CH:15]=1)([O:8][CH2:9][CH3:10])=[O:14])[CH3:13]. Procedure details: A mixture of diethyl 4-aminobenzylphosphonate (10 g) and diethyl benzylmalonate (24 g) was stirred at 160° C. for 24 hours. After cooling, the reaction mixture was purified by column chromatography on silica gel. Elution with chloroform-methanol (100:1, v/v) gave ethyl 2-(p-diethoxyphosphorylmethylphenylaminocarbonyl)-3-phenylpropionate (8.3 g, 45%) as crystals. Recrystallization from ethyl acetate-hexane gave colorless crystals having melting point of 115 to 116° C.